This data is from the Open Reaction Database (ORD), a public repository of structured organic reaction records. The task is: describe an organic reaction: reactants, conditions, products, and yield Starting materials: [N+](=O)([O-])C1=CC=C(C=C1)CC(=O)OCC (ethyl 4-nitrophenylacetate), [H-].[Na+] (sodium hydride), O (water), CI (methyl iodide). Run in CN(C=O)C.C1(=CC=CC=C1)C (dimethylformamide toluene). Product: [N+](=O)([O-])C1=CC=C(C=C1)C(C(=O)OCC)C (ethyl α-(4-nitrophenyl)-propionate). As a reaction SMILES: [N+:1]([C:4]1[CH:9]=[CH:8][C:7]([CH2:10][C:11]([O:13][CH2:14][CH3:15])=[O:12])=[CH:6][CH:5]=1)([O-:3])=[O:2].[H-].[Na+].[CH3:18]I.O>CN(C)C=O.C1(C)C=CC=CC=1>[N+:1]([C:4]1[CH:5]=[CH:6][C:7]([CH:10]([CH3:18])[C:11]([O:13][CH2:14][CH3:15])=[O:12])=[CH:8][CH:9]=1)([O-:3])=[O:2] |f:1.2,5.6|. Procedure: To the solution of 52 g of ethyl 4-nitrophenylacetate in 350 ml dimethylformamide-toluene (1:1), 9.5 g of 50% sodium hydride in mineral oil are added portionwise while stirring and cooling. After 11/2 hours stirring at room temperature, 26 g methyl iodide are added dropwise and the mixture is stirred overnight at room temperature. The mixture is carefully combined with water, extracted with diethyl ether, the extract dried, filtered and evaporated. The residue is taken up in 100 ml ethanol, the ...